This data is from the Open Reaction Database (ORD), a public repository of structured organic reaction records. The task is: describe an organic reaction: reactants, conditions, products, and yield Starting materials: solid, ClC1=CC(=C(C=C1)C1=NC2=C(N1CC=1C=C(C(=O)O)C=CC1)C=C(C(=C2)F)F)OCC2CCCC2 (3-[2-(4-Chloro-2-cyclopentylmethoxy-phenyl)-5,6-difluoro-benzoimidazol-1-ylmethyl]-benzoic acid), FC=1C=C(C(=CC1F)N)N (4,5-difluoro-benzene-1,2-diamine), BrC1=C(C(=O)O)C=CC(=C1)Cl (2-bromo-4-chloro-benzoic acid). Product: BrC1=C(C=CC(=C1)Cl)C1=NC2=C(N1)C=C(C(=C2)F)F (2-(2-Bromo-4-chloro-phenyl)-5,6-difluoro-1H-benzoimidazole). As a reaction SMILES: [Cl:1][C:2]1[CH:7]=[CH:6][C:5]([C:8]2[N:12](CC3C=C(C=CC=3)C(O)=O)[C:11]3[CH:23]=[C:24]([F:28])[C:25]([F:27])=[CH:26][C:10]=3[N:9]=2)=[C:4](OCC2CCCC2)[CH:3]=1.FC1C=C(N)C(N)=CC=1F.[Br:46]C1C=C(Cl)C=CC=1C(O)=O>>[Br:46][C:4]1[CH:3]=[C:2]([Cl:1])[CH:7]=[CH:6][C:5]=1[C:8]1[NH:12][C:11]2[CH:23]=[C:24]([F:28])[C:25]([F:27])=[CH:26][C:10]=2[N:9]=1. Procedure details: The title compound was prepared in analogy to Example 19, intermediate c, from 4,5-difluoro-benzene-1,2-diamine (CAS Reg. No. 76179-40-3) and 2-bromo-4-chloro-benzoic acid (CAS Reg. No. 936-08-3). Colorless solid (54%). MS (Turbo Spray): m/z=344.1 (M+H). The reactants are BrCc1ccccc1, O=C([O-])[O-], COC(=O)Cc1ccc(O)cc1, CC(C)=O, [K+], [K+]. RXN SMILES: [Br:19][CH2:20][c:21]1[cH:22][cH:23][cH:24][cH:25][cH:26]1.[C:13](=[O:14])([O-:15])[O-:16].[CH3:1][O:2][C:3]([CH2:4][c:5]1[cH:6][cH:7][c:8]([OH:11])[cH:9][cH:10]1)=[O:12].[CH3:27][C:28](=[O:29])[CH3:30].[K+:17].[K+:18]>>[CH3:1][O:2][C:3]([CH2:4][c:5]1[cH:6][cH:7][c:8]([O:11][CH2:20][c:21]2[cH:22][cH:23][cH:24][cH:25][cH:26]2)[cH:9][cH:10]1)=[O:12]. Product: COC(=O)Cc1ccc(OCc2ccccc2)cc1. Starting materials: C(C1=CC=CC=C1)OCCN1N=C(C(=C1C)CC1=CC=C(C=C1)CC)O[C@H]1[C@H](O)[C@@H](O)[C@H](O)[C@H](O1)CO (1-(2-benzyloxyethyl)-4-[(4-ethylphenyl)methyl]-3-(β-D-glucopyranosyloxy)-5-methyl-1H-pyrazole). Reagents/catalysts: [C].[Pd] (palladium-carbon). The solvent is C(C)O (ethanol). Run at time 30 minute. Product: OCCN1N=CC=C1C (2-hydroxyethyl-5-methyl-1H-pyrazole). The yield is 372.5%. RXN SMILES: C([O:8][CH2:9][CH2:10][N:11]1[C:15]([CH3:16])=[C:14](CC2C=CC(CC)=CC=2)[C:13](O[C@@H]2O[C@H](CO)[C@@H](O)[C@H](O)[C@H]2O)=[N:12]1)C1C=CC=CC=1>C(O)C.[C].[Pd]>[OH:8][CH2:9][CH2:10][N:11]1[C:15]([CH3:16])=[CH:14][CH:13]=[N:12]1 |f:2.3|. Procedure: To a solution of 1-(2-benzyloxyethyl)-4-[(4-ethylphenyl)methyl]-3-(β-D-glucopyranosyloxy)-5-methyl-1H-pyrazole (0.012 g) in ethanol (2 mL) was added a catalytic amount of 10% palladium-carbon powder, and the mixture was stirred at room temperature under a hydrogen atmosphere for 30 minutes. Insoluble materials were removed by filtration, and the solvent was removed under reduced pressure to give 4-[(4-ethylphenyl)methyl]-3-(β-D-glucopyranosyloxy)-1-(2-hydroxyethyl-5-methyl-1H-pyrazole (0.011 g). Starting materials: CC=1C(=CC=2C=3N(C=NC2C1)C(C(=CN3)C(=O)OCC)=O)C (ethyl 9,10-dimethyl-4-oxo-4H-primido[1,2-c]quinazoline-3-carboxylate), CS(=O)C (dimethylsulfoxide), resultant mixture, [Cl-].[NH4+] (ammonium chloride), [O-]CC.[Na+].C(C)O (sodium-ethoxide ethanol). The solvent is O (water), C(Cl)(Cl)Cl (chloroform), C(C)(=O)OCC (ethyl acetate). The product is CC=1C=C2C(=NC=NC2=CC1C)NC=C(C(=O)OCC)C(=O)OCC (diethyl [(6,7-dimethyl-4-quinazolinylamino)methylene]propanedioate). RXN SMILES: [CH3:1][C:2]1[C:3]([CH3:22])=[CH:4][C:5]2[C:6]3[N:7]([C:12](=[O:21])[C:13]([C:16]([O:18][CH2:19][CH3:20])=[O:17])=[CH:14][N:15]=3)[CH:8]=[N:9][C:10]=2[CH:11]=1.CS(C)=O.[O-:27][CH2:28][CH3:29].[Na+].C(O)C.[Cl-].[NH4+]>C(Cl)(Cl)Cl.C(OCC)(=O)C.O>[CH3:22][C:3]1[CH:4]=[C:5]2[C:10](=[CH:11][C:2]=1[CH3:1])[N:9]=[CH:8][N:7]=[C:6]2[NH:15][CH:14]=[C:13]([C:16]([O:18][CH2:19][CH3:20])=[O:17])[C:12]([O:27][CH2:28][CH3:29])=[O:21] |f:2.3.4,5.6|. Reported procedure: A mixture of ethyl 9,10-dimethyl-4-oxo-4H-primido[1,2-c]quinazoline-3-carboxylate (4.46 g) and anhydrous dimethylsulfoxide (17 ml) was stirred at ambient temperature. To the mixture was dropwise 1 N sodium-ethoxide-ethanol solution (20 ml) and the reaction mixture was stirred for 3 hours at ambient temperature. To the resultant mixture was added ammonium chloride (2.45 g) and the mixture was stirred for 5 minutes. To the mixture was added water and extracted twice with chloroform. After washing ... The reactants are 4A, B(O)O (boronic acid), BrC1=C2C=NNC2=CC=C1F (4-Bromo-5-fluoro-1H-indazole), FC=1C=C(C=CC1OCC1=CC=CC=C1)B(O)O ({3-fluoro-4-[(phenylmethyl)oxy]phenyl}boronic acid), N1=CC=CC=C1 (pyridine). Run at time 24 hour. Isolated yield 49.7%. The product is BrC1=C2C=NN(C2=CC=C1F)C1=CC(=C(C=C1)OCC1=CC=CC=C1)F (4-Bromo-5-fluoro-1-{3-fluoro-4-[(phenylmethyl)oxy]phenyl}-1H-indazole). Reaction SMILES: [Br:1][C:2]1[C:10]([F:11])=[CH:9][CH:8]=[C:7]2[C:3]=1[CH:4]=[N:5][NH:6]2.[F:12][C:13]1[CH:14]=[C:15](B(O)O)[CH:16]=[CH:17][C:18]=1[O:19][CH2:20][C:21]1[CH:26]=[CH:25][CH:24]=[CH:23][CH:22]=1.N1C=CC=CC=1.B(O)O>C([O-])(=O)C.[Cu+2].C([O-])(=O)C>[Br:1][C:2]1[C:10]([F:11])=[CH:9][CH:8]=[C:7]2[C:3]=1[CH:4]=[N:5][N:6]2[C:15]1[CH:16]=[CH:17][C:18]([O:19][CH2:20][C:21]2[CH:22]=[CH:23][CH:24]=[CH:25][CH:26]=2)=[C:13]([F:12])[CH:14]=1 |f:4.5.6|. Reported procedure: A mixture of 4-bromo-5-fluoro-1H-indazole (D15) (1.008 g, 4.69 mmol), {3-fluoro-4-[(phenylmethyl)oxy]phenyl}boronic acid 1.730 g, 7.03 mmol), copper(II) acetate (1.277 g, 7.03 mmol) and pyridine (0.758 mL, 0.742 g, 9.38 mmol) were stirred together vigorously under an air atmosphere with powdered 4A molecular sieves (5 g) at room temperature. After 6 days another 580 mg of boronic acid were added and stirring continued for a further 24 hrs. The mixture was filtered through celite, the celite was ... The reagents and catalysts are C(C)(=O)[O-].[Cu+2].C(C)(=O)[O-] (copper(II) acetate). Starting materials: [Si](C)(C)(C(C)(C)C)OC1CCN2C1=CC=1C=C(C=CC21)C2=C(C=C(C(N2CC2=C(C=C(C=C2)OC)OC)=O)C(=O)OC)CC (methyl 6-(1-(tert-butyldimethylsilyloxy)-2,3-dihydro-1H-pyrrolo[1,2-a]indol-7-yl)-1-(2,4-dimethoxybenzyl)-5-ethyl-2-oxo-1,2-dihydropyridine-3-carboxylate), CCCC[N+](CCCC)(CCCC)CCCC.[F-] (TBAF). Solvent: C1CCOC1 (THF). Conditions: time 1 hour. Yields the product COC1=C(CN2C(C(=CC(=C2C2=CC=3C=C4N(C3C=C2)CCC4O)CC)C(=O)OC)=O)C=CC(=C1)OC (methyl 1-(2,4-dimethoxybenzyl)-5-ethyl-6-(1-hydroxy-2,3-dihydro-1H-pyrrolo[1,2-a]indol-7-yl)-2-oxo-1,2-dihydropyridine-3-carboxylate). The yield is 92.4%. RXN SMILES: [Si]([O:8][CH:9]1[C:13]2=[CH:14][C:15]3[CH:16]=[C:17]([C:21]4[N:26]([CH2:27][C:28]5[CH:33]=[CH:32][C:31]([O:34][CH3:35])=[CH:30][C:29]=5[O:36][CH3:37])[C:25](=[O:38])[C:24]([C:39]([O:41][CH3:42])=[O:40])=[CH:23][C:22]=4[CH2:43][CH3:44])[CH:18]=[CH:19][C:20]=3[N:12]2[CH2:11][CH2:10]1)(C(C)(C)C)(C)C.CCCC[N+](CCCC)(CCCC)CCCC.[F-]>C1COCC1>[CH3:37][O:36][C:29]1[CH:30]=[C:31]([O:34][CH3:35])[CH:32]=[CH:33][C:28]=1[CH2:27][N:26]1[C:21]([C:17]2[CH:18]=[CH:19][C:20]3[N:12]4[CH2:11][CH2:10][CH:9]([OH:8])[C:13]4=[CH:14][C:15]=3[CH:16]=2)=[C:22]([CH2:43][CH3:44])[CH:23]=[C:24]([C:39]([O:41][CH3:42])=[O:40])[C:25]1=[O:38] |f:1.2|. Reported procedure: To a solution of methyl 6-(1-(tert-butyldimethylsilyloxy)-2,3-dihydro-1H-pyrrolo[1,2-a]indol-7-yl)-1-(2,4-dimethoxybenzyl)-5-ethyl-2-oxo-1,2-dihydropyridine-3-carboxylate (1.7 g, 2.8 mmol) in THF (40 mL) was added a solution of TBAF (2.9 mL, 1M, 2.9 mmol). The dark red solution was stirred for 1 h at room temperature and then concentrated. The crude residue was purified on silica gel eluting with EtOAc to afford the title compound as yellow oil (1.3 g, 93%).